This data is from the Open Reaction Database (ORD), a public repository of structured organic reaction records. The task is: describe an organic reaction: reactants, conditions, products, and yield The reactants are CCO, CC(=O)[O-], [Cl-], CSc1ccc(C(=O)CC(F)(F)F)cc1, [Na+], O, [NH3+]O. Product: CSc1ccc(C(CC(F)(F)F)=NO)cc1. As a reaction SMILES: [CH3:25][CH2:26][OH:27].[CH3:5][C:6](=[O:7])[O-:8].[Cl-:1].[F:9][C:10]([CH2:11][C:12](=[O:13])[c:14]1[cH:15][cH:16][c:17]([S:20][CH3:21])[cH:18][cH:19]1)([F:22])[F:23].[Na+:4].[OH2:24].[OH:2][NH3+:3]>>[OH:2][N:3]=[C:12]([CH2:11][C:10]([F:9])([F:22])[F:23])[c:14]1[cH:15][cH:16][c:17]([S:20][CH3:21])[cH:18][cH:19]1.